The task is: describe an organic reaction: reactants, conditions, products, and yield. This data is from the Open Reaction Database (ORD), a public repository of structured organic reaction records. Starting materials: FC1=C(C=CC(=C1)C=C)NS(=O)(=O)C (N-(2-Fluoro-4-vinylphenyl)methanesulfonamide), I(=O)(=O)(=O)[O-].[Na+] (sodium periodate). Reagents/catalysts: [Os](=O)(=O)(=O)=O (osmium tetroxide). Solvent: CC(=O)C (acetone), O (water). Reaction conditions: time 1 hour. The product is FC1=C(C=CC(=C1)C=O)NS(=O)(=O)C (N-(2-Fluoro-4-formylphenyl)methanesulfonamide). Isolated yield 48.0%. Reaction SMILES: [F:1][C:2]1[CH:7]=[C:6]([CH:8]=C)[CH:5]=[CH:4][C:3]=1[NH:10][S:11]([CH3:14])(=[O:13])=[O:12].I([O-])(=O)(=O)=[O:16].[Na+]>CC(C)=O.O.[Os](=O)(=O)(=O)=O>[F:1][C:2]1[CH:7]=[C:6]([CH:8]=[O:16])[CH:5]=[CH:4][C:3]=1[NH:10][S:11]([CH3:14])(=[O:13])=[O:12] |f:1.2|. Procedure details: A solution of N-(2-Fluoro-4-vinylphenyl)methansulfonamide (20-2, 1.076 g, 5 mmol) in acetone and water (1:1, 20 mL) was treated with a catalytic amount of osmium tetroxide (4 wt % solution in hydroxyperoxide) and sodium periodate (2.139 g, 10 mmol). After being stirred at room temperature for 1 h, the mixture was concentrated into a small volume in vacuo. The residue was treated with aqueous sodium thiosulfate solution and then extracted with EtOAc several times. The combined organic layers were... Reactants: FC1=C(C(=O)O)C=CC(=N1)F (2,6 difluoronicotinic acid), S(=O)(Cl)Cl (thionyl chloride). Run in C(Cl)Cl (methylene chloride). Product: FC1=C(C(=O)Cl)C=CC(=N1)F (2,6 difluoronicotinoyl chloride). Reaction SMILES: [F:1][C:2]1[N:10]=[C:9]([F:11])[CH:8]=[CH:7][C:3]=1[C:4](O)=[O:5].S(Cl)([Cl:14])=O>C(Cl)Cl>[F:1][C:2]1[N:10]=[C:9]([F:11])[CH:8]=[CH:7][C:3]=1[C:4]([Cl:14])=[O:5]. Reported procedure: 2,6 difluoronicotinic acid, (0.479 g, 3.012 mmol) was suspended in 30 mL dry methylene chloride and treated with thionyl chloride (2.5 mL, 34.27 mmol), under reflux for 90 minutes. The reaction mixture was cooled to room temperature and the solvents removed under reduced pressure on a rotary evaporator, the residue obtained was further dried under high vacuum to give 2,6 difluoronicotinoyl chloride. 2,6 difluoronicotinoyl chloride was suspended in 30 mL acetonitrile, to this was added 2-fluoro-5... Starting materials: CCOCC (ether), BrBr (Bromine), FC1=CC=C(C=C1)C(C(C)=O)C1=CC=CC=C1 (1-p-fluorophenyl-1-phenyl-propan-2-one). Run in C(C)(=O)O (acetic acid), C(C)(=O)O (acetic acid). Conditions: time 30 minute. Product: BrCC(C(C1=CC=CC=C1)C1=CC=C(C=C1)F)=O (3-bromo-1-p-fluorophenyl-1-phenyl-propan-2-one). Reaction SMILES: [Br:1]Br.[F:3][C:4]1[CH:9]=[CH:8][C:7]([CH:10]([C:14]2[CH:19]=[CH:18][CH:17]=[CH:16][CH:15]=2)[C:11](=[O:13])[CH3:12])=[CH:6][CH:5]=1.CCOCC>C(O)(=O)C>[Br:1][CH2:12][C:11](=[O:13])[CH:10]([C:7]1[CH:6]=[CH:5][C:4]([F:3])=[CH:9][CH:8]=1)[C:14]1[CH:15]=[CH:16][CH:17]=[CH:18][CH:19]=1. Reported procedure: Bromine (14.85 g) in acetic acid (200 ml.) was added dropwise to a solution of 1-p-fluorophenyl-1-phenyl-propan-2-one (20 lg.) in acetic acid (200 ml.) at 60° - 70°. After 30 minutes, the reaction mixture was poured on to ice. Isolation through ether in the usual manner gave crude 3-bromo-1-p-fluorophenyl-1-phenyl-propan-2-one (28 g) which was converted by the procedures described in Example 1 to 3-(N-Benzyl,N-methylamino)-1-p-fluorophenyl-1-phenyl-propan-2-ol (38%), m.p. 61° - 62°.